This data is from the Open Reaction Database (ORD), a public repository of structured organic reaction records. The task is: describe an organic reaction: reactants, conditions, products, and yield Reactants: BrC=CC (Bromo-1-propene), C=1C=CC(=C(C1)C2=C3C=CC(=O)C=C3OC4=C2C=CC(=C4)O)C(=O)O (fluorescein), C(=O)([O-])[O-].[K+].[K+] (K2CO3). Solvent: CN(C)C=O (DMF). Run at temperature 65 celsius, time 4 hour. The product is C(C=C)OC(C1=C(C=CC=C1)C=1C2=CC=C(C=C2OC2=CC(C=CC12)=O)O)=O (2-(6-Hydroxy-3-oxo-3H-xanthen-9-yl)-benzoic acid 2-propenyl ester). The yield is 20.9%. Reaction SMILES: Br[CH:2]=[CH:3][CH3:4].[CH:5]1[CH:6]=[CH:7][C:8]([C:27]([OH:29])=[O:28])=[C:9]([C:11]2[C:21]3[CH:22]=[CH:23][C:24]([OH:26])=[CH:25][C:20]=3[O:19][C:18]3[C:12]=2[CH:13]=[CH:14][C:15]([CH:17]=3)=[O:16])[CH:10]=1.C([O-])([O-])=O.[K+].[K+]>CN(C=O)C>[CH2:4]([O:29][C:27](=[O:28])[C:8]1[CH:7]=[CH:6][CH:5]=[CH:10][C:9]=1[C:11]1[C:12]2[C:18]([O:19][C:20]3[C:21]=1[CH:22]=[CH:23][C:24](=[O:26])[CH:25]=3)=[CH:17][C:15]([OH:16])=[CH:14][CH:13]=2)[CH:3]=[CH2:2] |f:2.3.4|. Procedure details: Bromo-1-propene (0.78 mL, 9.0 mmol) was added dropwise under argon to a stirred mixture of fluorescein 16 (3.0 g, 9.0 mmol) and K2CO3 (1.24 g, 9.0 mmol) in dry DMF (40 mL). The resulting mixture was stirred for 4 h at 65° C. The mixture was concentrated, diluted with ethyl acetate, washed with 10% NaHCO3, brine, dried with anhydrous Na2SO4, and evaporated. The residue was purified by column chromatography (ethyl acetate/hexane=2:1) to give 21 as a brown solid (0.70 g, 21%). 1H NMR (CDCl3, 500 MH...